From a dataset of the Open Reaction Database (ORD), a public repository of structured organic reaction records. describe an organic reaction: reactants, conditions, products, and yield The reactants are C(=O)NC1(C2=C(SC1C1=CC=CC=C1)C=CC=C2)NC (3-formamido-3-methylamino-2-phenyl-benzo(b)thiophene), C(Cl)Cl (CH2Cl2), Cl (HCl), [OH-].[Na+] (sodium hydroxide). Solvent: O (water). Product: CNC=1C2=C(SC1C1=CC=CC=C1)C=CC=C2 (3-methylamino-2-phenyl-benzo(b)thiophene). Reaction SMILES: [CH:1]([NH:3][C:4]1(NC)[CH:8]([C:9]2[CH:14]=[CH:13][CH:12]=[CH:11][CH:10]=2)[S:7][C:6]2[CH:15]=[CH:16][CH:17]=[CH:18][C:5]1=2)=O.Cl.[OH-].[Na+].C(Cl)Cl>O>[CH3:1][NH:3][C:4]1[C:5]2[CH:18]=[CH:17][CH:16]=[CH:15][C:6]=2[S:7][C:8]=1[C:9]1[CH:14]=[CH:13][CH:12]=[CH:11][CH:10]=1 |f:2.3|. Procedure: 34.2 g (0.13 mol) of 3-formamido-3-methylamino-2-phenyl-benzo(b)thiophene are refluxed with stirring for 4 hours with 300 milliliters of HCl at 25%. After cooling, it is diluted in water, made alkaline by sodium hydroxide solution and stirred with CH2Cl2. After the organic phase has been extracted several times 2 N NaOH 7.4 g (26% of theory) of 2-phenyl-thioindole are isolated. By evaporating the solution of CH2Cl2 dried over K2CO3, the 3-methylamino-2-phenyl-benzo(b)thiophene is obtained in the...